This data is from the Open Reaction Database (ORD), a public repository of structured organic reaction records. The task is: describe an organic reaction: reactants, conditions, products, and yield The reactants are C(C)(=O)OC(C)C=1C=NC(=C(C(=O)OC)C1)C=1NC(C(N1)(C)C(C)C)=O (methyl 5-(1-acetoxyethyl)-2-(4-isopropyl-4-methyl-5-oxo-2-imidazolin-2-yl)nicotinate), C[O-].[Na+] (sodium methoxide), C(C)(=O)O (acetic acid). The solvent is CO (methanol). The product is OC(C)C=1C=NC(=C(C(=O)OC)C1)C=1NC(C(N1)(C)C(C)C)=O (methyl 5-(1-hydroxyethyl)-2-(4-isopropyl-4-methyl-5-oxo-2-imidazolin-2-yl)nicotinate). Reaction SMILES: C([O:4][CH:5]([C:7]1[CH:8]=[N:9][C:10]([C:17]2[NH:18][C:19](=[O:26])[C:20]([CH:23]([CH3:25])[CH3:24])([CH3:22])[N:21]=2)=[C:11]([CH:16]=1)[C:12]([O:14][CH3:15])=[O:13])[CH3:6])(=O)C.C[O-].[Na+].C(O)(=O)C>CO>[OH:4][CH:5]([C:7]1[CH:8]=[N:9][C:10]([C:17]2[NH:18][C:19](=[O:26])[C:20]([CH:23]([CH3:25])[CH3:24])([CH3:22])[N:21]=2)=[C:11]([CH:16]=1)[C:12]([O:14][CH3:15])=[O:13])[CH3:6] |f:1.2|. Reported procedure: A solution of 16 g of methyl 5-(1-acetoxyethyl)-2-(4-isopropyl-4-methyl-5-oxo-2-imidazolin-2-yl)nicotinate and 0.5 g sodium methoxide in 150 mL methanol is stirred at room temperature under nitrogen for 5 days. The reaction is acidified to pH 5 with acetic acid and concentrated in vacuo. The residue is partitioned between methylene chloride and water, the aqueous layer is further extracted with methylene chloride, and the combined organic phases are dried over sodium sulfate and concentrated in ... Reactants: C(C)OC(=O)N1CCC(CC1)(CC1=CC=C(C=C1)C)O (4-hydroxy-4-(4-methyl-benzyl)-piperidin-1-carboxylic acid ethylester), [OH-].[Na+] (sodium hydroxide), [OH-].[Na+] (Sodium hydroxide). Solvent: C(C)O (ethanol), O (water). Product: CC1=CC=C(CC2(CCNCC2)O)C=C1 (4-(4-methyl-benzyl)-piperidin-4-ol). The yield is 66.2%. As a reaction SMILES: C(OC([N:6]1[CH2:11][CH2:10][C:9]([OH:20])([CH2:12][C:13]2[CH:18]=[CH:17][C:16]([CH3:19])=[CH:15][CH:14]=2)[CH2:8][CH2:7]1)=O)C.[OH-].[Na+]>C(O)C.O>[CH3:19][C:16]1[CH:15]=[CH:14][C:13]([CH2:12][C:9]2([OH:20])[CH2:8][CH2:7][NH:6][CH2:11][CH2:10]2)=[CH:18][CH:17]=1 |f:1.2|. Procedure details: A mixture of 4-hydroxy-4-(4-methyl-benzyl)-piperidin-1-carboxylic acid ethylester (70.5 g, 0.25 mol) and sodium hydroxide (26 g, 0.65 mol) in ethanol (350 ml) and water (50 ml) was refluxed for 2 days. Sodium hydroxide (20 g, 0.50 mol) was added and refluxing commenced for another day before cooling to room temperature and evaporating the solvent. The residue was taken up with CH2Cl2 (700 ml) and water (1 l), the organic phase was separated and the water phase extracted with CH2Cl2. The organic ... Run at temperature 160 celsius. Procedure: A solution of 7-bromo-3,4-dihydronaphthalen-2(1H)-one (500 mg, 2.2 mmol) in 5 mL of anhydrous DMF in a 10 mL CEM microwave tube was added Zn(CN)2 (515 mg, 4.4 mmol), Pd2(dba)3 (55 mg, 0.034 mmol), TMEDA (55 mg, 0.47 mmol) and Xantphos (29 mg, 0.05 mmol) sucessively. The reaction tube was sealed and heated to 160° C. under microwave irradiation with a 5 min hold time and 300 W maxium power input. After cooling under a stream of compressed air, the reaction mixture was washed with EtOAc through a ... Reagents/catalysts: [C-]#N.[C-]#N.[Zn+2] (Zn(CN)2), C=1C=CC(=CC1)/C=C/C(=O)/C=C/C2=CC=CC=C2.C=1C=CC(=CC1)/C=C/C(=O)/C=C/C2=CC=CC=C2.C=1C=CC(=CC1)/C=C/C(=O)/C=C/C2=CC=CC=C2.[Pd].[Pd] (Pd2(dba)3), CC1(C2=C(C(=CC=C2)P(C3=CC=CC=C3)C4=CC=CC=C4)OC5=C(C=CC=C51)P(C6=CC=CC=C6)C7=CC=CC=C7)C (Xantphos). Reactants: BrC1=CC=C2CCC(CC2=C1)=O (7-bromo-3,4-dihydronaphthalen-2(1H)-one), CN(C)CCN(C)C (TMEDA). The solvent is CN(C)C=O (DMF). As a reaction SMILES: Br[C:2]1[CH:11]=[C:10]2[C:5]([CH2:6][CH2:7][C:8](=[O:12])[CH2:9]2)=[CH:4][CH:3]=1.[CH3:13][N:14](CCN(C)C)C>CN(C=O)C.[C-]#N.[C-]#N.[Zn+2].C1C=CC(/C=C/C(/C=C/C2C=CC=CC=2)=O)=CC=1.C1C=CC(/C=C/C(/C=C/C2C=CC=CC=2)=O)=CC=1.C1C=CC(/C=C/C(/C=C/C2C=CC=CC=2)=O)=CC=1.[Pd].[Pd].CC1(C)C2C(=C(P(C3C=CC=CC=3)C3C=CC=CC=3)C=CC=2)OC2C(P(C3C=CC=CC=3)C3C=CC=CC=3)=CC=CC1=2>[O:12]=[C:8]1[CH2:9][C:10]2[CH:11]=[C:2]([C:13]#[N:14])[CH:3]=[CH:4][C:5]=2[CH2:6][CH2:7]1 |f:3.4.5,6.7.8.9.10|. Isolated yield 186.4%. The product is O=C1CCC=2C=CC(=CC2C1)C#N (7-oxo-5,6,7,8-tetrahydronaphthalene-2-carbonitrile). The reactants are ClC=1C=C(C=CC1Cl)CC(=O)O (3,4-dichlorophenyl acetic acid), 1,1'-dicarbonyldiimidazole, O1C=CC=2C(NCCC21)CO (4,5,6,7-Tetrahydrofuro[3,2-c]pyridine-4-methanol). Solvent: ClCCl (dichloromethane), ClCCl (dichloromethane). Conditions: time 30 minute. Yields the product ClC=1C=C(C=CC1Cl)CC(=O)N1C(C2=C(CC1)OC=C2)CO (5-[(3,4-Dichlorophenyl)acetyl]-4,5,6,7-tetrahydrofuro[3,2-c]pyridine-4-methanol). Isolated yield 72.1%. As a reaction SMILES: [Cl:1][C:2]1[CH:3]=[C:4]([CH2:9][C:10]([OH:12])=O)[CH:5]=[CH:6][C:7]=1[Cl:8].[O:13]1[C:21]2[CH2:20][CH2:19][NH:18][CH:17]([CH2:22][OH:23])[C:16]=2[CH:15]=[CH:14]1>ClCCl>[Cl:1][C:2]1[CH:3]=[C:4]([CH2:9][C:10]([N:18]2[CH2:19][CH2:20][C:21]3[O:13][CH:14]=[CH:15][C:16]=3[CH:17]2[CH2:22][OH:23])=[O:12])[CH:5]=[CH:6][C:7]=1[Cl:8]. Reported procedure: A solution of 3,4-dichlorophenyl acetic acid (4.6 g) in dry dichloromethane (100 ml) was treated with 1,1'-dicarbonyldiimidazole (3.6 g). The mixture was stirred at ambient temperature for 30 min. A solution of the product of stage (i) (1.13 g) in dry dichloromethane (20 ml) was added and the mixture was stirred at ambient temperature for 20 h. The mixture was washed with aqueous sodium carbonate solution (1M; 2×100 ml), dried (Na2SO4) and evaporated in vacuo. The residue was dissolved in tetrah... The reactants are N([C@@H](CCC(N)=O)C(=O)NNC(=O)OC(C)(C)C)C(=O)OCC1=CC=CC=C1 (Z-Gln-NHNHBoc), [H][H] (hydrogen). The reagents and catalysts are [Pd] (palladium black). The solvent is CO (methanol). Product: N[C@@H](CCC(N)=O)C(=O)NNC(=O)OC(C)(C)C (H-Gln-NHNHBoc). Reaction SMILES: [NH:1](C(OCC1C=CC=CC=1)=O)[C@H:2]([C:8]([NH:10][NH:11][C:12]([O:14][C:15]([CH3:18])([CH3:17])[CH3:16])=[O:13])=[O:9])[CH2:3][CH2:4][C:5](=[O:7])[NH2:6].[H][H]>CO.[Pd]>[NH2:1][C@H:2]([C:8]([NH:10][NH:11][C:12]([O:14][C:15]([CH3:18])([CH3:17])[CH3:16])=[O:13])=[O:9])[CH2:3][CH2:4][C:5](=[O:7])[NH2:6]. Reported procedure: 16.00 Grams of Z-Gln-NHNHBoc was suspended in 100 ml of methanol, a small amount of palladium black was added thereto and stirred for 18 hours under the condition of introducing hydrogen gas. After completion of the reaction, the catalyst was removed by suction filtration, the filtrate was subjected to distillation under a reduced pressure, the residue thus obtained was dried under a reduced pressure in a desiccator to obtain the desired product. The reactants are Fc1ccccc1-c1nnc2cc(Br)c(Cl)nn12, C1CCOC1, Cc1ccccc1, Cn1ncnc1CO, C[Si](C)(C)[N-][Si](C)(C)C, [Cl-], [K+], [NH4+]. Yields the product Cn1ncnc1COc1nn2c(-c3ccccc3F)nnc2cc1Br. As a reaction SMILES: [Br:26][c:27]1[cH:28][c:29]2[n:30]([n:31][c:32]1[Cl:33])[c:34](-[c:37]1[c:38]([F:43])[cH:39][cH:40][cH:41][cH:42]1)[n:35][n:36]2.[CH2:44]1[O:45][CH2:46][CH2:47][CH2:48]1.[CH3:11][c:12]1[cH:13][cH:14][cH:15][cH:16][cH:17]1.[CH3:18][n:19]1[n:20][cH:21][n:22][c:23]1[CH2:24][OH:25].[CH3:1][Si:2]([N-:3][Si:4]([CH3:5])([CH3:6])[CH3:7])([CH3:8])[CH3:9].[Cl-:49].[K+:10].[NH4+:50]>>[CH3:18][n:19]1[n:20][cH:21][n:22][c:23]1[CH2:24][O:25][c:32]1[c:27]([Br:26])[cH:28][c:29]2[n:30]([n:31]1)[c:34](-[c:37]1[c:38]([F:43])[cH:39][cH:40][cH:41][cH:42]1)[n:35][n:36]2. Reactants: CCOC(C)(OCC)OCC, CC(=O)O, ClCCCl, Cl, CC(C)(C)C1CCC(Oc2ccc3cc(C(N)(CO)CO)ccc3c2C(F)(F)F)CC1. Yields the product CC1=NC(CO)(c2ccc3c(C(F)(F)F)c(OC4CCC(C(C)(C)C)CC4)ccc3c2)CO1. Reaction SMILES: [C:33]([CH3:34])([O:35][CH2:36][CH3:37])([O:38][CH2:39][CH3:40])[O:41][CH2:42][CH3:43].[CH3:44][C:45](=[O:46])[OH:47].[Cl:48][CH2:49][CH2:50][Cl:51].[ClH:32].[NH2:1][C:2]([CH2:3][OH:4])([CH2:5][OH:6])[c:7]1[cH:8][c:9]2[cH:10][cH:11][c:12]([O:21][CH:22]3[CH2:23][CH2:24][CH:25]([C:28]([CH3:29])([CH3:30])[CH3:31])[CH2:26][CH2:27]3)[c:13]([C:17]([F:18])([F:19])[F:20])[c:14]2[cH:15][cH:16]1>>[N:1]1=[C:33]([CH3:34])[O:4][CH2:3][C:2]1([CH2:5][OH:6])[c:7]1[cH:8][c:9]2[cH:10][cH:11][c:12]([O:21][CH:22]3[CH2:23][CH2:24][CH:25]([C:28]([CH3:29])([CH3:30])[CH3:31])[CH2:26][CH2:27]3)[c:13]([C:17]([F:18])([F:19])[F:20])[c:14]2[cH:15][cH:16]1.